From a dataset of the Open Reaction Database (ORD), a public repository of structured organic reaction records. describe an organic reaction: reactants, conditions, products, and yield The solvent is CN(C)C=O (DMF). Reaction conditions: time 1.5 hour. Product: C(C)(C)(C)OC(=O)N1C(N(C(=C1)C1=CN(C2=CC=CC=C12)C)C1=CN(C2=CC=CC=C12)CCCCN1C(C2=CC=CC=C2C1=O)=O)=O (1-(tert-Butoxycarbonyl)-3-{1-[4-(1,3-Dioxo-1,3-dihydro-isoindol-2-yl)-butyl]-3-indolyl}-4-(1-methyl-3-indolyl)-2,3-dihydroimidazole-2-one). Procedure: The product of step e) (0.034 g, 0.080 mmol), N-(4-bromobutyl)phthalimide (0.028 g, 0.10 mmol) and sodium hydride (95%, 0.0024 g, 0.10 mmol) was dissolved in dry DMF (0.5 ml). After stirring at room temperature for 1.5 hour HPLC shows complete reaction. The reaction was quenched by addition of aqueous acetic acid (1 M, 2 ml) and ethyl acetate (2 ml), the phases were separated and the organic phase washed with water (1×2 ml). Solvent removal followed by chromatographic purification on silica, elu... Yield: 38.0%. Starting materials: C(C)(C)(C)OC(=O)N1C(N(C(=C1)C1=CN(C2=CC=CC=C12)C)C1=CNC2=CC=CC=C12)=O (1-(tert-Butoxycarbonyl)-4-(1-methyl-3-indolyl)-3-(3-indolyl)-1,3-dihydroimidazol-2-one), BrCCCCN1C(C=2C(C1=O)=CC=CC2)=O (N-(4-bromobutyl)phthalimide), [H-].[Na+] (sodium hydride). As a reaction SMILES: [C:1]([O:5][C:6]([N:8]1[CH:12]=[C:11]([C:13]2[C:21]3[C:16](=[CH:17][CH:18]=[CH:19][CH:20]=3)[N:15]([CH3:22])[CH:14]=2)[N:10]([C:23]2[C:31]3[C:26](=[CH:27][CH:28]=[CH:29][CH:30]=3)[NH:25][CH:24]=2)[C:9]1=[O:32])=[O:7])([CH3:4])([CH3:3])[CH3:2].Br[CH2:34][CH2:35][CH2:36][CH2:37][N:38]1[C:42](=[O:43])[C:41]2=[CH:44][CH:45]=[CH:46][CH:47]=[C:40]2[C:39]1=[O:48].[H-].[Na+]>CN(C=O)C>[C:1]([O:5][C:6]([N:8]1[CH:12]=[C:11]([C:13]2[C:21]3[C:16](=[CH:17][CH:18]=[CH:19][CH:20]=3)[N:15]([CH3:22])[CH:14]=2)[N:10]([C:23]2[C:31]3[C:26](=[CH:27][CH:28]=[CH:29][CH:30]=3)[N:25]([CH2:34][CH2:35][CH2:36][CH2:37][N:38]3[C:42](=[O:43])[C:41]4[C:40](=[CH:47][CH:46]=[CH:45][CH:44]=4)[C:39]3=[O:48])[CH:24]=2)[C:9]1=[O:32])=[O:7])([CH3:4])([CH3:2])[CH3:3] |f:2.3|. The reactants are CS(=O)(=O)OCC[C@@H](C1=CC=CC=C1)NC(=O)[C@@H]1SCCN1S(=O)(=O)C1=CC=C(C=C1)C1=CC=CC=C1 ((3S)-3-({[(2S)-3-([1,1′-biphenyl]-4-ylsulfonyl)-1,3-thiazolidin-2-yl]carbonyl}amino)-3-phenylpropyl methanesulfonate), CS(=O)(=O)OCC[C@@H](C1=CC=CC=C1)NC(=O)[C@@H]1SCCN1S(=O)(=O)C1=CC=C(C=C1)C1=CC=CC=C1 ((3S)-3-({[(2S)-3-([1,1′-biphenyl]-4-ylsulfonyl)-1,3-thiazolidin-2-yl]carbonyl}amino)-3-phenylpropyl methanesulfonate), C(C1=CC=CC=C1)N (benzylamine). The product is C(C1=CC=CC=C1)NCCC(C1=CC=CC=C1)NC(=O)C1SCCN1S(=O)(=O)C1=CC=C(C=C1)C1=CC=CC=C1 (N-[3-(benzylamino)-1-phenylpropyl]-3-([1,1′-biphenyl]-4-ylsulfonyl)-1,3-thiazolidine-2-carboxamide). As a reaction SMILES: CS(O[CH2:6][CH2:7][C@H:8]([NH:15][C:16]([C@H:18]1[N:22]([S:23]([C:26]2[CH:31]=[CH:30][C:29]([C:32]3[CH:37]=[CH:36][CH:35]=[CH:34][CH:33]=3)=[CH:28][CH:27]=2)(=[O:25])=[O:24])[CH2:21][CH2:20][S:19]1)=[O:17])[C:9]1[CH:14]=[CH:13][CH:12]=[CH:11][CH:10]=1)(=O)=O.[CH2:38]([NH2:45])[C:39]1[CH:44]=[CH:43][CH:42]=[CH:41][CH:40]=1>>[CH2:38]([NH:45][CH2:6][CH2:7][CH:8]([NH:15][C:16]([CH:18]1[N:22]([S:23]([C:26]2[CH:31]=[CH:30][C:29]([C:32]3[CH:37]=[CH:36][CH:35]=[CH:34][CH:33]=3)=[CH:28][CH:27]=2)(=[O:24])=[O:25])[CH2:21][CH2:20][S:19]1)=[O:17])[C:9]1[CH:14]=[CH:13][CH:12]=[CH:11][CH:10]=1)[C:39]1[CH:44]=[CH:43][CH:42]=[CH:41][CH:40]=1. Procedure: Following the general method B as outlined in Example 16, starting from 3-({[3-([1,1′-biphenyl]-4-ylsulfonyl)-1,3-thiazolidin-2-yl]carbonyl}amino)-3-phenylpropyl methanesulfonate (Intermediate 9) and benzylamine, the title compound was obtained in 99% purity by HPLC. Run at time 30 minute. Procedure details: To a solution of 4-(3-pyridyl)cyclohexanone (3.22 g, 18.4 mmol) in MeOH (25 ml) was added portionwise NaBH4 (348 mg. 9.30 mmol) at 0° C., and stirred for 30 min at room temperature. The reaction mixture was poured into 0.5M HCl and basified with sat. NaHCO3 aq. and then extracted with CH2Cl2. The organic layer was dried over anhyd Na2SO4 followed by the removal of solvent. The crude product was purified by column chromatography (Hexane/EtOAc=5/1) to yield cis-4-(3-pyridyl)cyclohexanol (510 mg, 1... RXN SMILES: [N:1]1[CH:6]=[CH:5][CH:4]=[C:3]([CH:7]2[CH2:12][CH2:11][C:10](=[O:13])[CH2:9][CH2:8]2)[CH:2]=1.[BH4-].[Na+].Cl.C([O-])(O)=O.[Na+]>CO>[N:1]1[CH:6]=[CH:5][CH:4]=[C:3]([C@@H:7]2[CH2:8][CH2:9][C@H:10]([OH:13])[CH2:11][CH2:12]2)[CH:2]=1 |f:1.2,4.5|. Reactants: N1=CC(=CC=C1)C1CCC(CC1)=O (4-(3-pyridyl)cyclohexanone), [BH4-].[Na+] (NaBH4), Cl (HCl), C(=O)(O)[O-].[Na+] (NaHCO3). Yields the product N1=CC(=CC=C1)[C@H]1CC[C@H](CC1)O (cis-4-(3-pyridyl)cyclohexanol). Isolated yield 15.6%. The solvent is CO (MeOH). Reactants: solution, C(C)(=O)OC(C)(C)C (t-butyl acetate), C(C)(C)NC(C)C (diisopropylamine), saturated aqueous solution, [NH4+].[Cl-] (NH4Cl), CCCCCC (hexane), C(CCC)[Li] (butyl lithium), BrCC1=CC=C(C=C1)C#N (α-bromo-p-tolunitrile). Run in O (water), C1CCOC1 (THF), CCCCCC.C(C)(=O)OCC (hexane ethyl acetate), CCCCCC.C(C)(=O)OCC (hexane ethyl acetate), C1CCOC1 (THF), C1CCOC1 (THF). Conditions: temperature -78 celsius, time 15 minute. The product is C(C)(C)(C)OC(=O)CCC1=CC=C(C#N)C=C1 (4-(2-t-butoxycarbonylethyl)-benzonitrile). Isolated yield 84.7%. As a reaction SMILES: C(NC(C)C)(C)C.CCCCCC.C([Li])CCC.[C:19]([O:22][C:23]([CH3:26])([CH3:25])[CH3:24])(=[O:21])[CH3:20].Br[CH2:28][C:29]1[CH:34]=[CH:33][C:32]([C:35]#[N:36])=[CH:31][CH:30]=1.[NH4+].[Cl-]>C1COCC1.O.CCCCCC.C(OCC)(=O)C>[C:23]([O:22][C:19]([CH2:20][CH2:28][C:29]1[CH:34]=[CH:33][C:32]([C:35]#[N:36])=[CH:31][CH:30]=1)=[O:21])([CH3:26])([CH3:25])[CH3:24] |f:5.6,9.10|. Reported procedure: To a mixture of 10.2 ml (73 mmols) of diisopropylamine and 35 ml of THF was added 27.5 ml (66 mmols) of hexane solution (2.4 mol dm-3 solution) of butyl lithium at 0° C. in argon atmosphere, and the mixture was stirred for 15 minutes and then cooled to -78° C. With addition of 20 ml of a solution of 8.07 ml (60 mmols) of t-butyl acetate in THF, the mixture was stirred for 30 minutes. Subsequently 30 ml of THF solution of 9.8 g (50 mmols) of α-bromo-p-tolunitrile was added. After stirring the mix... Starting materials: [N-]=[N+]=[N-].[Na+] (sodium azide), [Cl-].[NH4+] (ammonium chloride), [N-]=[N+]=[N-].[Na+] (sodium azide), [Cl-].[NH4+] (ammonium chloride), [N-]=[N+]=[N-].[Na+] (sodium azide), [Cl-].[NH4+] (ammonium chloride), C1CCC2=CC3=C(C=CC4=C(S3)C=C(C=C4)C#N)C=C12 (2,3-dihydro-1H-benzo[b]indeno[5,6-f]thiepin-7-carbonitrile). Run in O (water), CN(C=O)C (dimethylformamide). Yields the product C1CCC2=CC3=C(C=CC4=C(S3)C=C(C=C4)C4=NN=NN4)C=C12 (5-(2,3-dihydro-1H-benzo[b]indeno[5,6-f]thiepin-7-yl)tetrazole). Yield: 64.1%. RXN SMILES: [CH2:1]1[C:20]2[C:4](=[CH:5][C:6]3[S:12][C:11]4[CH:13]=[C:14]([C:17]#[N:18])[CH:15]=[CH:16][C:10]=4[CH:9]=[CH:8][C:7]=3[CH:19]=2)[CH2:3][CH2:2]1.[N-:21]=[N+:22]=[N-:23].[Na+].[Cl-].[NH4+]>CN(C)C=O.O>[CH2:1]1[C:20]2[C:4](=[CH:5][C:6]3[S:12][C:11]4[CH:13]=[C:14]([C:17]5[NH:23][N:22]=[N:21][N:18]=5)[CH:15]=[CH:16][C:10]=4[CH:9]=[CH:8][C:7]=3[CH:19]=2)[CH2:3][CH2:2]1 |f:1.2,3.4|. Procedure details: A solution of 2,3-dihydro-1H-benzo[b]indeno[5,6-f]thiepin-7-carbonitrile (2.10 g, 7.625 mmole) in dimethylformamide (31.5 ml) stirred under reflux (oil-bath at 170°-180° C.) in an atmosphere of argon was treated with a mixture of sodium azide (743 mg, 11.44 mmole) and ammonium chloride (612 mg, 11.44 mmole). An equal portion of sodium azide and ammonium chloride was added after 1 hour and then at 30 minute intervals seven portions of a mixture of sodium azide (247 mg, 3.81 mmole) and ammonium ch... The reactants are ClC=1C=CC=2N(C(C3=C(N(C2N1)CC)N=CC(=C3)I)=O)C (2-chloro-5,11-dihydro-11-ethyl-8-iodo-5-methyl-6H-dipyrido[3,2-b:2',3'-e][1,4]diazepin-6-one), ethyl acetate hexanes, FC=1C=C(C=C)C=CC1 (3-fluorostyrene). Reagents/catalysts: Cl[Pd]([P](C1=CC=CC=C1)(C2=CC=CC=C2)C3=CC=CC=C3)([P](C4=CC=CC=C4)(C5=CC=CC=C5)C6=CC=CC=C6)Cl (bis(triphenylphosphine)palladium(II) chloride). The solvent is C(C)N(CC)CC (triethylamine). The product is ClC=1C=CC=2N(C(C3=C(N(C2N1)CC)N=CC(=C3)C=CC3=CC(=CC=C3)F)=O)C (2-Chloro-5,11-dihydro-11-ethyl-8-[2-(3-fluorophenyl)ethen-1-yl]-5-methyl-6H-dipyrido[3,2-b:2',3'-e][1,4]diazepin-6-one). RXN SMILES: [Cl:1][C:2]1[CH:3]=[CH:4][C:5]2[N:6]([CH3:21])[C:7](=[O:20])[C:8]3[CH:18]=[C:17](I)[CH:16]=[N:15][C:9]=3[N:10]([CH2:13][CH3:14])[C:11]=2[N:12]=1.[F:22][C:23]1[CH:24]=[C:25]([CH:28]=[CH:29][CH:30]=1)[CH:26]=[CH2:27]>Cl[Pd](Cl)([P](C1C=CC=CC=1)(C1C=CC=CC=1)C1C=CC=CC=1)[P](C1C=CC=CC=1)(C1C=CC=CC=1)C1C=CC=CC=1.C(N(CC)CC)C>[Cl:1][C:2]1[CH:3]=[CH:4][C:5]2[N:6]([CH3:21])[C:7](=[O:20])[C:8]3[CH:18]=[C:17]([CH:27]=[CH:26][C:25]4[CH:28]=[CH:29][CH:30]=[C:23]([F:22])[CH:24]=4)[CH:16]=[N:15][C:9]=3[N:10]([CH2:13][CH3:14])[C:11]=2[N:12]=1 |^1:33,52|. Procedure details: By a procedure analogous to that described in Example 1h, 2-chloro-5,11-dihydro-11-ethyl-8-iodo-5-methyl-6H-dipyrido[3,2-b:2',3'-e][1,4]diazepin-6-one was coupled with 3-fluorostyrene in the presence of bis(triphenylphosphine)palladium(II) chloride and triethylamine. The product was hydrogenated by a procedure analogous to that described in Example 15 to give 16 mg of the title compound, m.p. 130°-131° C. (ethyl acetate/hexanes). The reactants are NC1=C(C(=O)O)C=C(C=C1)Cl (2-amino-5-chlorobenzoic acid), FC1=C(C=CC=C1)C(CC)=O (1-(2-fluorophenyl)propan-1-one), P(=O)(Cl)(Cl)Cl (phosphorous oxychloride). Yields the product ClC1=C(C(=NC2=CC=C(C=C12)Cl)C1=C(C=CC=C1)F)C (4,6-dichloro-2-(2-fluorophenyl)-3-methylquinoline). RXN SMILES: [NH2:1][C:2]1[CH:10]=[CH:9][C:8]([Cl:11])=[CH:7][C:3]=1[C:4](O)=O.[F:12][C:13]1[CH:18]=[CH:17][CH:16]=[CH:15][C:14]=1[C:19](=O)[CH2:20][CH3:21].P(Cl)(Cl)([Cl:25])=O>>[Cl:25][C:4]1[C:3]2[C:2](=[CH:10][CH:9]=[C:8]([Cl:11])[CH:7]=2)[N:1]=[C:19]([C:14]2[CH:15]=[CH:16][CH:17]=[CH:18][C:13]=2[F:12])[C:20]=1[CH3:21]. Procedure details: Prepared according to Procedure J using 2-amino-5-chlorobenzoic acid (1.5 equiv.) and 1-(2-fluorophenyl)propan-1-one (1 equiv.) in phosphorous oxychloride to afford 4,6-dichloro-2-(2-fluorophenyl)-3-methylquinoline upon purification by chromatography on silica gel. Mass Spectrum (ESI) m/e=306.0 (M+1).